This data is from the Open Reaction Database (ORD), a public repository of structured organic reaction records. The task is: describe an organic reaction: reactants, conditions, products, and yield Reactants: C(CCC)OC(=O)N1CC2=C(C=CC=C2CC1)C(=O)OC (2-butoxycarbonyl-1,2,3,4-tetrahydro-8-methoxycarbonyl-isoquinoline), Cl (HCl). The product is CN1CC2=C(C=CC=C2CC1)C(=O)OC (2-methyl-1,2,3,4-tetrahydro-8-methoxycarbonyl-isoquinoline). Reaction SMILES: C(O[C:6]([N:8]1[CH2:17][CH2:16][C:15]2[C:10](=[C:11]([C:18]([O:20][CH3:21])=[O:19])[CH:12]=[CH:13][CH:14]=2)[CH2:9]1)=O)CCC.Cl>>[CH3:6][N:8]1[CH2:17][CH2:16][C:15]2[C:10](=[C:11]([C:18]([O:20][CH3:21])=[O:19])[CH:12]=[CH:13][CH:14]=2)[CH2:9]1. Procedure: 2-butoxycarbonyl-1,2,3,4-tetrahydro-8-methoxycarbonyl-isoquinoline is deprotected with methanolic HCl and then methylated according to Example 11b. Product: C(C)N(C(=O)C1=NC2=CC=CC=C2C(=N1)C1=CC=CC=C1)CC (N,N-diethyl 4-phenyl quinazoline 2-carboxamide). Reported procedure: Operations are carried out as for Example 19, starting from 2.5 g of 4-phenyl quinazoline 2-carboxylic acid, 10 ml of thionyl chloride 25 ml of toluene and 25 ml of diethylamine. 1.27 g of N,N-diethyl 4-phenyl quinazoline 2-carboxamide, melting at 101° C., is obtained. As a reaction SMILES: [C:1]1([C:7]2[C:16]3[C:11](=[CH:12][CH:13]=[CH:14][CH:15]=3)[N:10]=[C:9]([C:17]([OH:19])=O)[N:8]=2)[CH:6]=[CH:5][CH:4]=[CH:3][CH:2]=1.S(Cl)(Cl)=O.[CH2:24]([NH:26][CH2:27][CH3:28])[CH3:25]>C1(C)C=CC=CC=1>[CH2:24]([N:26]([CH2:27][CH3:28])[C:17]([C:9]1[N:8]=[C:7]([C:1]2[CH:2]=[CH:3][CH:4]=[CH:5][CH:6]=2)[C:16]2[C:11](=[CH:12][CH:13]=[CH:14][CH:15]=2)[N:10]=1)=[O:19])[CH3:25]. Starting materials: C1(=CC=CC=C1)C1=NC(=NC2=CC=CC=C12)C(=O)O (4-phenyl quinazoline 2-carboxylic acid), S(=O)(Cl)Cl (thionyl chloride), C(C)NCC (diethylamine). Solvent: C1(=CC=CC=C1)C (toluene). The reactants are O=S(=O)(c1ccc(Cl)cc1)c1cnc2cc(Cl)ccc2c1Br, COCCOC, [Na+], [Na+], O=C([O-])[O-], OB(O)c1ccc(F)cc1. The product is O=S(=O)(c1ccc(Cl)cc1)c1cnc2cc(Cl)ccc2c1-c1ccc(F)cc1. As a reaction SMILES: [Br:1][c:2]1[c:3]([S:13](=[O:14])(=[O:15])[c:16]2[cH:17][cH:18][c:19]([Cl:22])[cH:20][cH:21]2)[cH:4][n:5][c:6]2[cH:7][c:8]([Cl:12])[cH:9][cH:10][c:11]12.[CH3:33][O:34][CH2:35][CH2:36][O:37][CH3:38].[Na+:39].[Na+:40].[O-:41][C:42](=[O:43])[O-:44].[OH:23][B:24]([OH:25])[c:26]1[cH:27][cH:28][c:29]([F:30])[cH:31][cH:32]1>>[c:2]1(-[c:26]2[cH:27][cH:28][c:29]([F:30])[cH:31][cH:32]2)[c:3]([S:13](=[O:14])(=[O:15])[c:16]2[cH:17][cH:18][c:19]([Cl:22])[cH:20][cH:21]2)[cH:4][n:5][c:6]2[cH:7][c:8]([Cl:12])[cH:9][cH:10][c:11]12. As a reaction SMILES: [CH3:42][CH2:43][O:44][C:45](=[O:46])[CH3:47].[N+:1]([c:2]1[cH:3][cH:4][c:5]([O:6][C:11]([CH:12]=[CH:13][CH:14]=[C:15]([c:16]2[cH:17][n:18][cH:19][cH:20][cH:21]2)[c:22]2[cH:23][cH:24][c:25]([O:28][CH3:29])[cH:26][cH:27]2)=[O:30])[cH:7][cH:8]1)([O-:9])=[O:10].[O:48]1[CH2:49][CH2:50][CH2:51][CH2:52]1.[n:31]1[cH:32][c:33]([CH2:37][CH2:38][CH2:39][CH2:40][NH2:41])[cH:34][cH:35][cH:36]1>>[C:11]([CH:12]=[CH:13][CH:14]=[C:15]([c:16]1[cH:17][n:18][cH:19][cH:20][cH:21]1)[c:22]1[cH:23][cH:24][c:25]([O:28][CH3:29])[cH:26][cH:27]1)(=[O:30])[NH:41][CH2:40][CH2:39][CH2:38][CH2:37][c:33]1[cH:32][n:31][cH:36][cH:35][cH:34]1. Product: COc1ccc(C(=CC=CC(=O)NCCCCc2cccnc2)c2cccnc2)cc1. The reactants are CCOC(C)=O, COc1ccc(C(=CC=CC(=O)Oc2ccc([N+](=O)[O-])cc2)c2cccnc2)cc1, C1CCOC1, NCCCCc1cccnc1. Reactants: COC(=O)C=1C=2C=C(NC2C=CC1)C(=O)OC(C)(C)C (1H-Indole-2,4-dicarboxylic acid 2-tert-butyl ester 4-methyl ester), C1(=CC=CC=C1)C (toluene). Run in C(=O)(C(F)(F)F)O (TFA). Yields the product COC(=O)C=1C=2C=C(NC2C=CC1)C(=O)O (1H-Indole-2,4-dicarboxylic acid 4-methyl ester). As a reaction SMILES: [CH3:1][O:2][C:3]([C:5]1[C:6]2[CH:7]=[C:8]([C:14]([O:16]C(C)(C)C)=[O:15])[NH:9][C:10]=2[CH:11]=[CH:12][CH:13]=1)=[O:4].C1(C)C=CC=CC=1>C(O)(C(F)(F)F)=O>[CH3:1][O:2][C:3]([C:5]1[C:6]2[CH:7]=[C:8]([C:14]([OH:16])=[O:15])[NH:9][C:10]=2[CH:11]=[CH:12][CH:13]=1)=[O:4]. Reported procedure: To a solution of 3.8 g 1H-Indole-2,4-dicarboxylic acid 2-tert-butyl ester 4-methyl ester were dissolved in 100 ml TFA. After 1 h at RT 150 ml toluene were added and the solvents were removed under reduced pressure. The residue was lyophilised after addition of water and acetonitrile. Yield: 2 g. Starting materials: COCCOC, C[Si](C)(C)CCOCCl, CCCCCC, [H-], [Na+], O, Oc1cccnc1. Yields the product C[Si](C)(C)CCOCOc1cccnc1. As a reaction SMILES: [CH2:3]([CH2:4][O:5][CH3:6])[O:7][CH3:8].[CH3:16][Si:17]([CH2:18][CH2:19][O:20][CH2:21][Cl:22])([CH3:23])[CH3:24].[CH3:25][CH2:26][CH2:27][CH2:28][CH2:29][CH3:30].[H-:1].[Na+:2].[OH2:31].[OH:9][c:10]1[cH:11][n:12][cH:13][cH:14][cH:15]1>>[O:9]([c:10]1[cH:11][n:12][cH:13][cH:14][cH:15]1)[CH2:21][O:20][CH2:19][CH2:18][Si:17]([CH3:16])([CH3:23])[CH3:24]. Reactants: COC=1C=C(C#N)C=CC1C=C(C(C)=O)C=1SC(=NN1)C (3-Methoxy-4-[2-(5-methyl-1,3,4-thiadiazol-2-yl)-3-oxobut-1-en-1-yl]benzonitrile), N\C(=C/C#N)\C (3-amino-crotononitrile). The solvent is C(C)(C)O (isopropanol). Conditions: time 8 hour. Yields the product C(#N)C1=CC(=C(C=C1)C1C(=C(NC(=C1C=1SC(=NN1)C)C)C)C#N)OC (4-(4-Cyano-2-methoxyphenyl)-2,6-dimethyl-5-(5-methyl-1,3,4-thiadiazol-2-yl)-1,4-dihydropyridine-3-carbonitrile). RXN SMILES: [CH3:1][O:2][C:3]1[CH:4]=[C:5]([CH:8]=[CH:9][C:10]=1[CH:11]=[C:12]([C:16]1[S:17][C:18]([CH3:21])=[N:19][N:20]=1)[C:13](=O)[CH3:14])[C:6]#[N:7].[NH2:22]/[C:23](/[CH3:27])=[CH:24]\[C:25]#[N:26]>C(O)(C)C>[C:6]([C:5]1[CH:8]=[CH:9][C:10]([CH:11]2[C:12]([C:16]3[S:17][C:18]([CH3:21])=[N:19][N:20]=3)=[C:13]([CH3:14])[NH:22][C:23]([CH3:27])=[C:24]2[C:25]#[N:26])=[C:3]([O:2][CH3:1])[CH:4]=1)#[N:7]. Reported procedure: 150 mg (0.501 mmol) of the compound from example 25A and 41 mg (0.501 mmol) of 3-amino-crotononitrile are dissolved in 5 ml of isopropanol and stirred at the reflux temperature overnight. After cooling to room temperature, the volatile components are removed in a rotary evaporator, and the crude product is purified by preparative HPLC (eluent: acetonitrile/water with 0.1% formic acid, gradient 20:80→95:5). Crystallization from ethyl acetate/diethyl ether results in 30 mg (16% of theory) of the t...